This data is from the Open Reaction Database (ORD), a public repository of structured organic reaction records. The task is: describe an organic reaction: reactants, conditions, products, and yield Reactants: C(C)(C)(C)[Li] (tert-Butyllithium), C(C)(C)(C)OC(NC=1C=NC=CC1)=O (pyridin-3-yl-carbamic acid tert-butyl ester), CN(C=O)C (N,N-dimethylformamide). Solvent: C1CCOC1 (THF). Reaction conditions: temperature 0 celsius, time 1 hour. Product: C(C)(C)(C)OC(NC=1C=NC=CC1C=O)=O ((4-formyl-pyridin-3-yl)-carbamic acid tert-butyl ester). RXN SMILES: C([Li])(C)(C)C.[C:6]([O:10][C:11](=[O:19])[NH:12][C:13]1[CH:14]=[N:15][CH:16]=[CH:17][CH:18]=1)([CH3:9])([CH3:8])[CH3:7].CN(C)[CH:22]=[O:23]>C1COCC1>[C:6]([O:10][C:11](=[O:19])[NH:12][C:13]1[CH:14]=[N:15][CH:16]=[CH:17][C:18]=1[CH:22]=[O:23])([CH3:9])([CH3:7])[CH3:8]. Reported procedure: tert-Butyllithium (1.7 M, 14.5 mL, 24.6 mmol, 2.39 equiv) was added to a solution of pyridin-3-yl-carbamic acid tert-butyl ester (6-1, 4.00 g, 20.6 mmol, 1 equiv) in THF (100 mL) at −78° C., and the resulting mixture stirred for 1 h. N,N-dimethylformamide (8.00 mL, 103 mmol, 5 equiv) was added, and the reaction mixture was warmed to 0° C. and stirred for 30 min. The mixture was partitioned between water (400 mL) and ethyl acetate (3×150 mL). The combined organic layers were dried over sodium sul... Starting materials: Cc1cc(C)c2c(n1)CC(c1ccccc1C)CC2=O, CCO, Cl, Cl, N=C(N)NN, O. The product is Cc1cc(C)c2c(n1)CC(c1ccccc1C)CC2=NNC(=N)N, Cl. Reaction SMILES: [CH3:1][c:2]1[n:3][c:4]2[c:9]([c:10]([CH3:12])[cH:11]1)[C:8](=[O:13])[CH2:7][CH:6]([c:14]1[c:15]([CH3:20])[cH:16][cH:17][cH:18][cH:19]1)[CH2:5]2.[CH3:29][CH2:30][OH:31].[ClH:21].[ClH:27].[NH2:22][NH:23][C:24](=[NH:25])[NH2:26].[OH2:28]>>[CH3:1][c:2]1[n:3][c:4]2[c:9]([c:10]([CH3:12])[cH:11]1)[C:8](=[N:22][NH:23][C:24](=[NH:25])[NH2:26])[CH2:7][CH:6]([c:14]1[c:15]([CH3:20])[cH:16][cH:17][cH:18][cH:19]1)[CH2:5]2.[ClH:21]. The reactants are NC1=CC=C(C=C1)S (p-aminothiophenol), [N-]=[N+]=[N-].[Na+] (sodium azide), C(OCC)(OCC)OCC (triethyl orthoformate). Run in C(C)(=O)O (acetic acid). Reaction conditions: temperature 85 celsius. The product is N1(N=NN=C1)C1=CC=C(C=C1)S (p-(1H-tetrazol-1-yl)benzenethiol). As a reaction SMILES: [NH2:1][C:2]1[CH:7]=[CH:6][C:5]([SH:8])=[CH:4][CH:3]=1.[N-:9]=[N+:10]=[N-:11].[Na+].[CH:13](OCC)(OCC)OCC>C(O)(=O)C>[N:1]1([C:2]2[CH:7]=[CH:6][C:5]([SH:8])=[CH:4][CH:3]=2)[CH:13]=[N:11][N:10]=[N:9]1 |f:1.2|. Reported procedure: Alternatively a mixture of p-aminothiophenol (9.0 g.), sodium azide (7.0 g.), triethyl orthoformate (30 ml.), and acetic acid (30 ml.) was stirred and heated at 85° C. for 30 minutes. The reaction mixture was evaporated at reduced pressure and diluted with water to give a crystalline product which was collected and recrystallized from chloroform:hexane.